Dataset: the Open Reaction Database (ORD), a public repository of structured organic reaction records. Task: describe an organic reaction: reactants, conditions, products, and yield Starting materials: C1CCC2=NCCCN2CC1, C1CCOC1, CCCC(O)c1ccc(C(F)(F)F)cc1, O, [N-]=[N+]=NP(=O)(c1ccccc1)c1ccccc1. The product is CCCC(N=[N+]=[N-])c1ccc(C(F)(F)F)cc1. As a reaction SMILES: [CH2:33]1[CH2:34][CH2:35][C:36]2=[N:41][CH2:40][CH2:39][CH2:38][N:37]2[CH2:42][CH2:43]1.[CH2:44]1[O:45][CH2:46][CH2:47][CH2:48]1.[F:1][C:2]([c:3]1[cH:4][cH:5][c:6]([CH:9]([CH2:10][CH2:11][CH3:12])[OH:13])[cH:7][cH:8]1)([F:14])[F:15].[OH2:49].[c:16]1([P:17]([c:18]2[cH:19][cH:20][cH:21][cH:22][cH:23]2)(=[O:24])[N:30]=[N+:31]=[N-:32])[cH:25][cH:26][cH:27][cH:28][cH:29]1>>[F:1][C:2]([c:3]1[cH:4][cH:5][c:6]([CH:9]([CH2:10][CH2:11][CH3:12])[N:30]=[N+:31]=[N-:32])[cH:7][cH:8]1)([F:14])[F:15]. Reactants: NC1=NC=NN2C1=CC=C2C=2CCCN(CC2)C(=O)OC(C)(C)C (tert-butyl 5-(4-aminopyrrolo[2,1-f][1,2,4]triazin-7-yl)-2,3,4,7-tetrahydro-1H-azepine-1-carboxylate). Reagents/catalysts: [Pt](=O)=O (platinum (IV) oxide), [Pt](=O)=O (platinum (IV) oxide). The solvent is C(C)(=O)O (acetic acid). Run at time 16 hour. The product is NC1=NC=NN2C1=CC=C2C2CCN(CCC2)C(=O)OC(C)(C)C (tert-butyl 4-(4-aminopyrrolo[2,1-f][1,2,4]triazin-7-yl)azepane-1-carboxylate). Isolated yield 86.2%. As a reaction SMILES: [NH2:1][C:2]1[C:7]2=[CH:8][CH:9]=[C:10]([C:11]3[CH2:12][CH2:13][CH2:14][N:15]([C:18]([O:20][C:21]([CH3:24])([CH3:23])[CH3:22])=[O:19])[CH2:16][CH:17]=3)[N:6]2[N:5]=[CH:4][N:3]=1>C(O)(=O)C.[Pt](=O)=O>[NH2:1][C:2]1[C:7]2=[CH:8][CH:9]=[C:10]([CH:11]3[CH2:12][CH2:13][CH2:14][N:15]([C:18]([O:20][C:21]([CH3:24])([CH3:23])[CH3:22])=[O:19])[CH2:16][CH2:17]3)[N:6]2[N:5]=[CH:4][N:3]=1. Reported procedure: To a dry flask purged with N2 was added platinum (IV) oxide (114 mg, 0.50 mmol) followed by tert-butyl 5-(4-aminopyrrolo[2,1-f][1,2,4]triazin-7-yl)-2,3,4,7-tetrahydro-1H-azepine-1-carboxylate (1.66 mg, 5.04 mmol) as a solution in acetic acid (25 mL). The mixture was stirred under an H2 atmosphere for 16 h. Additional platinum (IV) oxide (114 mg, 0.50 mmol) was added and the reaction continued to stir under an H2 atmosphere for 20 h. The mixture was filtered through a pad of Celite® rinsing with ... Reactants: C1CCOC1, CCOC(C)=O, COC(=O)CC(NC(=O)C(C)(C)C)(c1cc(F)cc(C(F)(F)F)c1)c1ccc(Cl)cn1, Cl, [Li+], [OH-]. The product is CC(C)(C)C(=O)NC(CC(=O)O)(c1cc(F)cc(C(F)(F)F)c1)c1ccc(Cl)cn1. Reaction SMILES: [CH2:35]1[O:36][CH2:37][CH2:38][CH2:39]1.[CH3:40][CH2:41][O:42][C:43]([CH3:44])=[O:45].[Cl:1][c:2]1[cH:3][cH:4][c:5]([C:8]([CH2:9][C:10](=[O:11])[O:12][CH3:13])([NH:14][C:15]([C:16]([CH3:17])([CH3:18])[CH3:19])=[O:20])[c:21]2[cH:22][c:23]([F:31])[cH:24][c:25]([C:27]([F:28])([F:29])[F:30])[cH:26]2)[n:6][cH:7]1.[ClH:34].[Li+:33].[OH-:32]>>[Cl:1][c:2]1[cH:3][cH:4][c:5]([C:8]([CH2:9][C:10](=[O:11])[OH:12])([NH:14][C:15]([C:16]([CH3:17])([CH3:18])[CH3:19])=[O:20])[c:21]2[cH:22][c:23]([F:31])[cH:24][c:25]([C:27]([F:28])([F:29])[F:30])[cH:26]2)[n:6][cH:7]1. The reactants are O=C([O-])[O-], C#CCBr, Cc1nc2cc(OCC(O)CN3CCNCC3)ccc2s1, CC(C)=O, CO, ClCCl, [K+], [K+]. The product is C#CCN1CCN(CC(O)COc2ccc3sc(C)nc3c2)CC1. RXN SMILES: [C:26](=[O:27])([O-:28])[O-:29].[CH2:22]([C:23]#[CH:24])[Br:25].[CH3:1][c:2]1[s:3][c:4]2[c:5]([n:6]1)[cH:7][c:8]([O:11][CH2:12][CH:13]([CH2:14][N:15]1[CH2:16][CH2:17][NH:18][CH2:19][CH2:20]1)[OH:21])[cH:9][cH:10]2.[CH3:35][C:36](=[O:37])[CH3:38].[CH3:39][OH:40].[Cl:32][CH2:33][Cl:34].[K+:30].[K+:31]>>[CH3:1][c:2]1[s:3][c:4]2[c:5]([n:6]1)[cH:7][c:8]([O:11][CH2:12][CH:13]([CH2:14][N:15]1[CH2:16][CH2:17][N:18]([CH2:24][C:23]#[CH:22])[CH2:19][CH2:20]1)[OH:21])[cH:9][cH:10]2. Starting materials: solution, ClC1=NC=CC(=N1)Cl (2,4-dichloropyrimidine), [Br-].O1C(OCC1)C1=CC=C(S1)[Zn+] (5-(1,3-dioxolan-2-yl)-2-thienylzinc bromide). Reaction SMILES: Cl[C:2]1[N:7]=[C:6](Cl)[CH:5]=[CH:4][N:3]=1.[Br-].O1CCOC1[C:15]1[S:19][C:18]([Zn+])=[CH:17][CH:16]=1>O1CCCC1.CCOCC.C1C=CC([P]([Pd]([P](C2C=CC=CC=2)(C2C=CC=CC=2)C2C=CC=CC=2)([P](C2C=CC=CC=2)(C2C=CC=CC=2)C2C=CC=CC=2)[P](C2C=CC=CC=2)(C2C=CC=CC=2)C2C=CC=CC=2)(C2C=CC=CC=2)C2C=CC=CC=2)=CC=1>[S:19]1[CH:15]=[CH:16][CH:17]=[C:18]1[C:6]1[CH:5]=[CH:4][N:3]=[CH:2][N:7]=1 |f:1.2,^1:34,36,55,74|. Product: S1C(=CC=C1)C1=NC=NC=C1 (4-(2-thienyl)pyrimidine). Reported procedure: To a degassed 0.50 M solution of 2,4-dichloropyrimidine (1.0 eq.) and 5-(1,3-dioxolan-2-yl)-2-thienylzinc bromide 31 (1.0 eq.) in tetrahydrofuran was added tetrakis(triphenylphosphine)palladium(0) (0.050 eq.). The mixture was stirred for 16 h at 70° C. and then returned to ambient temperature and diluted with ether. The solution was washed sequentially with a 0.5 M aqueous pH 9 solution of EDTA and brine. The organic phase was dried over sodium sulfate, filtered, and concentrated. The crude mate... Run at temperature 70 celsius, time 16 hour. Reagents/catalysts: C=1C=CC(=CC1)[P](C=2C=CC=CC2)(C=3C=CC=CC3)[Pd]([P](C=4C=CC=CC4)(C=5C=CC=CC5)C=6C=CC=CC6)([P](C=7C=CC=CC7)(C=8C=CC=CC8)C=9C=CC=CC9)[P](C=1C=CC=CC1)(C=1C=CC=CC1)C=1C=CC=CC1 (tetrakis(triphenylphosphine)palladium(0)). The solvent is O1CCCC1 (tetrahydrofuran), CCOCC (ether). The reactants are COc1ccc(CSC2CC(C(=O)O)N(C(=O)OCc3ccc([N+](=O)[O-])cc3)C2)cc1, CC#N, c1cn(C2CCNC2)cn1. Yields the product COc1ccc(CSC2CC(C(=O)N3CCC(n4ccnc4)C3)N(C(=O)OCc3ccc([N+](=O)[O-])cc3)C2)cc1. RXN SMILES: [CH3:1][O:2][c:3]1[cH:4][cH:5][c:6]([CH2:7][S:8][CH:9]2[CH2:10][CH:11]([C:27](=[O:28])[OH:29])[N:12]([C:14](=[O:15])[O:16][CH2:17][c:18]3[cH:19][cH:20][c:21]([N+:24](=[O:25])[O-:26])[cH:22][cH:23]3)[CH2:13]2)[cH:30][cH:31]1.[CH3:42][C:43]#[N:44].[n:32]1([CH:37]2[CH2:38][NH:39][CH2:40][CH2:41]2)[cH:33][n:34][cH:35][cH:36]1>>[CH3:1][O:2][c:3]1[cH:4][cH:5][c:6]([CH2:7][S:8][CH:9]2[CH2:10][CH:11]([C:27](=[O:28])[N:39]3[CH2:38][CH:37]([n:32]4[cH:33][n:34][cH:35][cH:36]4)[CH2:41][CH2:40]3)[N:12]([C:14](=[O:15])[O:16][CH2:17][c:18]3[cH:19][cH:20][c:21]([N+:24](=[O:25])[O-:26])[cH:22][cH:23]3)[CH2:13]2)[cH:30][cH:31]1. Starting materials: NC1=C(C=C2C(=N1)OC1=C(C2=O)C=C(C=C1)C(C)(C)O)C(=O)OCC (ethyl 2-amino-7-(1-hydroxy-1-methylethyl)-5-oxo-5H-[1]benzopyrano[2,3-b]-pyridine-3-carboxylate), [OH-].[Na+] (sodium hydroxide). Solvent: C(C)O (ethanol). Conditions: temperature 50 celsius, time 2 hour. Product: NC1=C(C=C2C(=N1)OC1=C(C2=O)C=C(C=C1)C(C)(C)O)C(=O)O (2-amino-7-(1-hydroxy-1-methylethyl)-5-oxo-5H-[1]benzopyrano[2,3-b]-pyridine-3-carboxylic acid). The yield is 94.9%. As a reaction SMILES: [NH2:1][C:2]1[N:7]=[C:6]2[O:8][C:9]3[CH:16]=[CH:15][C:14]([C:17]([OH:20])([CH3:19])[CH3:18])=[CH:13][C:10]=3[C:11](=[O:12])[C:5]2=[CH:4][C:3]=1[C:21]([O:23]CC)=[O:22].[OH-].[Na+]>C(O)C>[NH2:1][C:2]1[N:7]=[C:6]2[O:8][C:9]3[CH:16]=[CH:15][C:14]([C:17]([OH:20])([CH3:18])[CH3:19])=[CH:13][C:10]=3[C:11](=[O:12])[C:5]2=[CH:4][C:3]=1[C:21]([OH:23])=[O:22] |f:1.2|. Procedure details: A suspension consisting of ethyl 2-amino-7-(1-hydroxy-1-methylethyl)-5-oxo-5H-[1]benzopyrano[2,3-b]-pyridine-3-carboxylate (37.3 g), ethanol (2.3 l) and 0.5N sodium hydroxide (620 ml) was stirred at 50° C. for 2 hours, then ethancl was evaporated off. The concentrate was acidified with hydrochloric acid (pH 3-4), then the resulting precipitates were collected by filtration and washed with water, followed by recrystallization from dimethylformamide-water. The crystals were washed with ethanol to ... Reactants: C(C)(C)(C)OC(=O)NC1=C(C(=CC=C1)OC)[N+](=O)[O-] (N-tert-Butyloxycarbonyl-3-methoxy-2-nitro aniline). The reagents and catalysts are [Ni] (Raney Nickel). Run in CO (MeOH), O (water), [H][H] (hydrogen). Conditions: time 8 hour. Product: C(C)(C)(C)OC(=O)NC1=C(C(=CC=C1)OC)N (N-tert-Butyloxycarbonyl-3-methoxy-2-amino aniline). The yield is 55.0%. As a reaction SMILES: [C:1]([O:5][C:6]([NH:8][C:9]1[CH:14]=[CH:13][CH:12]=[C:11]([O:15][CH3:16])[C:10]=1[N+:17]([O-])=O)=[O:7])([CH3:4])([CH3:3])[CH3:2]>CO.[Ni].O.[H][H]>[C:1]([O:5][C:6]([NH:8][C:9]1[CH:14]=[CH:13][CH:12]=[C:11]([O:15][CH3:16])[C:10]=1[NH2:17])=[O:7])([CH3:4])([CH3:3])[CH3:2]. Procedure details: To a solution of the N-tert-Butyloxycarbonyl-3-methoxy-2-nitro aniline (4 mmol) in MeOH was added catalytic amount of Raney Nickel in water, hydrogen was applied at 40 psi and the mixture was stirred overnight. The mixture was filtered over Celite and the solvent was evaporated to give the desired product in 55% yield. MS (ESI)=239 (MH+). Yield: 41.4%. The reagents and catalysts are C=1C=CC(=CC1)[P](C=2C=CC=CC2)(C=3C=CC=CC3)[Pd]([P](C=4C=CC=CC4)(C=5C=CC=CC5)C=6C=CC=CC6)([P](C=7C=CC=CC7)(C=8C=CC=CC8)C=9C=CC=CC9)[P](C=1C=CC=CC1)(C=1C=CC=CC1)C=1C=CC=CC1 (tetrakis(triphenylphosphine)palladium(0)). RXN SMILES: [NH2:1][C:2]1[C:7]2=[C:8](Br)[CH:9]=[C:10]([CH:11]3[O:16][CH2:15][CH:14]4[CH2:17][N:18](C(OC(C)(C)C)=O)[CH2:19][CH2:20][N:13]4[CH2:12]3)[N:6]2[N:5]=[CH:4][N:3]=1.[CH2:29]([N:36]1[C:44]([CH3:45])=[C:43]2[C:38]([CH:39]=[C:40](B3OC(C)(C)C(C)(C)O3)[CH:41]=[CH:42]2)=[N:37]1)[C:30]1[CH:35]=[CH:34][CH:33]=[CH:32][CH:31]=1.C([O-])([O-])=O.[K+].[K+].O>O1CCOCC1.CN(C=O)C.C1C=CC([P]([Pd]([P](C2C=CC=CC=2)(C2C=CC=CC=2)C2C=CC=CC=2)([P](C2C=CC=CC=2)(C2C=CC=CC=2)C2C=CC=CC=2)[P](C2C=CC=CC=2)(C2C=CC=CC=2)C2C=CC=CC=2)(C2C=CC=CC=2)C2C=CC=CC=2)=CC=1>[CH2:29]([N:36]1[C:44]([CH3:45])=[C:43]2[C:38]([CH:39]=[C:40]([C:8]3[CH:9]=[C:10]([CH:11]4[O:16][CH2:15][CH:14]5[CH2:17][NH:18][CH2:19][CH2:20][N:13]5[CH2:12]4)[N:6]4[C:7]=3[C:2]([NH2:1])=[N:3][CH:4]=[N:5]4)[CH:41]=[CH:42]2)=[N:37]1)[C:30]1[CH:35]=[CH:34][CH:33]=[CH:32][CH:31]=1 |f:2.3.4,^1:76,78,97,116|. Procedure: To a stirred solution of tert-butyl 3-(4-amino-5-bromopyrrolo[2,1-f][1,2,4]triazin-7-yl)hexahydropyrazino[2,1-c][1,4]oxazine-8(1H)-carboxylate (300 mg, 0.66 mmol) and tetrakis(triphenylphosphine)palladium(0) (114 mg, 0.099 mmol) in degassed 1,4-dioxane (5 mL) and DMF (5 mL) were added 2-benzyl-3-methyl-6-(4,4,5,5-tetramethyl-1,3,2-dioxaborolan-2-yl)-2H-indazole (345 mg, 0.99 mmol), K2CO3 (274 mg, 1.99 mmol), and H2O (1.0 mL). The reaction was degassed and heated (100° C.) for 17 h and then coole... Run in O1CCOCC1 (1,4-dioxane), CN(C)C=O (DMF). Reactants: NC1=NC=NN2C1=C(C=C2C2CN1C(CO2)CN(CC1)C(=O)OC(C)(C)C)Br (tert-butyl 3-(4-amino-5-bromopyrrolo[2,1-f][1,2,4]triazin-7-yl)hexahydropyrazino[2,1-c][1,4]oxazine-8(1H)-carboxylate), C(C1=CC=CC=C1)N1N=C2C=C(C=CC2=C1C)B1OC(C(O1)(C)C)(C)C (2-benzyl-3-methyl-6-(4,4,5,5-tetramethyl-1,3,2-dioxaborolan-2-yl)-2H-indazole), C(=O)([O-])[O-].[K+].[K+] (K2CO3), O (H2O). Conditions: temperature 100 celsius, time 30 minute. Yields the product C(C1=CC=CC=C1)N1N=C2C=C(C=CC2=C1C)C=1C=C(N2N=CN=C(C21)N)C2CN1C(CO2)CNCC1 (5-(2-benzyl-3-methyl-2H-indazol-6-yl)-7-(octahydro-pyrazino[2,1-c][1,4]oxazin-3-yl)pyrrolo[2,1-f][1,2,4]triazin-4-amine). Starting materials: oxime, OC(C(=O)C1=CC=CC=C1)CC(CCCCCCCC)O (2,4-dihydroxylaurophenone), Cl.NO (hydroxylamine hydrochloride), ketone, C(CCCCCCCCC)OC(CC(C(C1=CC=CC=C1)=NO)O)CCCCCCCC (4-decyloxy-2-hydroxy-laurophenone-oxime), C(CCCCCCC)Br (n-octylbromide), C([O-])([O-])=O.[K+].[K+] (potassium carbonate), C(C)(=O)[O-].[K+] (potassium acetate). The solvent is CCCCCCC (n-heptane), C(C)O (ethanol), C(C)O (ethanol), C(C)O (ethanol), CCCCCCC (n-heptane), CC(=O)C (acetone). Product: C(CCCCCCC)OC(CC(C(C1=CC=CC=C1)=NO)O)CCCCCCCC (4-octyloxy-2-hydroxy-laurophenone-oxime). Reaction SMILES: OC(CC(O)CCCCCCCC)C(C1C=CC=CC=1)=O.C(Br)CCCCCCC.C(=O)([O-])[O-].[K+].[K+].Cl.NO.C([O-])(=O)C.[K+].[CH2:45]([O:55][CH:56]([CH2:69][CH2:70][CH2:71][CH2:72][CH2:73][CH2:74][CH2:75][CH3:76])[CH2:57][CH:58]([OH:68])[C:59](=[N:66][OH:67])[C:60]1[CH:65]=[CH:64][CH:63]=[CH:62][CH:61]=1)[CH2:46][CH2:47][CH2:48][CH2:49][CH2:50][CH2:51][CH2:52]CC>CC(C)=O.C(O)C.CCCCCCC>[CH2:45]([O:55][CH:56]([CH2:69][CH2:70][CH2:71][CH2:72][CH2:73][CH2:74][CH2:75][CH3:76])[CH2:57][CH:58]([OH:68])[C:59](=[N:66][OH:67])[C:60]1[CH:61]=[CH:62][CH:63]=[CH:64][CH:65]=1)[CH2:46][CH2:47][CH2:48][CH2:49][CH2:50][CH2:51][CH3:52] |f:2.3.4,5.6,7.8|. Procedure: 29.2 g (0.1 Mol) of 2,4-dihydroxylaurophenone together with 28 g (0.145 Mol) of n-octylbromide and 14 g of anhydrous potassium carbonate in 150 ml of dried acetone, as in Example 11, are converted to ketone, 56° C. to 57° C. in flash point (ethanol), and, subsequently, with hydroxylamine hydrochloride in the presence of potassium acetate in ethanolic solution, converted to oxime, between 60° C. and 63° C. in flash point (ethanol, n-heptane). The following example was obtained in the same way: 4-...